Dataset: the Open Reaction Database (ORD), a public repository of structured organic reaction records. Task: describe an organic reaction: reactants, conditions, products, and yield Starting materials: C[Si](C)(C)CC(=O)OCC (ethyl (trimethylsilyl)acetate), [Li+].C[Si](C)(C)[N-][Si](C)(C)C (LiHMDS), COC1=CC=C(COC=2C=C3CCCC(C3=CC2)=O)C=C1 (6-(4-Methoxy-benzyloxy)-3,4-dihydro-2H-naphthalen-1-one). The solvent is C1CCOC1 (THF), C1CCOC1 (THF). Run at temperature -78 celsius, time 30 minute. Yields the product COC1=CC=C(COC=2C=C3CCC/C(/C3=CC2)=C\C(=O)O)C=C1 ([6-(4-Methoxy-benzyloxy)-3,4-dihydro-2H-naphthalen-(1E)-ylidene]-acetic acid), oil. The yield is 69.0%. Reaction SMILES: C[Si]([CH2:5][C:6]([O:8]CC)=[O:7])(C)C.[Li+].C[Si]([N-][Si](C)(C)C)(C)C.[CH3:21][O:22][C:23]1[CH:41]=[CH:40][C:26]([CH2:27][O:28][C:29]2[CH:30]=[C:31]3[C:36](=[CH:37][CH:38]=2)[C:35](=O)[CH2:34][CH2:33][CH2:32]3)=[CH:25][CH:24]=1>C1COCC1>[CH3:21][O:22][C:23]1[CH:41]=[CH:40][C:26]([CH2:27][O:28][C:29]2[CH:30]=[C:31]3[C:36](=[CH:37][CH:38]=2)/[C:35](=[CH:5]/[C:6]([OH:8])=[O:7])/[CH2:34][CH2:33][CH2:32]3)=[CH:25][CH:24]=1 |f:1.2|. Procedure: A solution of ethyl (trimethylsilyl)acetate (12.07 g, 75 mmol) in anhydrous THF (60 mL) at −78° C. was treated dropwise with LiHMDS (1M in THF, 66 mL). The resulting mixture was stirred at −78° C. for 30 minutes. A solution of 52.3 (14.0 g, 50 mmol) in THF (10 mL) was added to the mixture over 20 minutes. The resulting mixture was stirred at −78° C. for 2 hours before warming to 0° C. The reaction mixture was quenched with NH4Cl (sat. 200 mL) and extracted with ethyl acetate (70 mL×4). The combi... Reaction SMILES: [Br:1][c:2]1[cH:3][cH:4][c:5]2[c:6]([cH:13]1)[C:7]([CH3:11])([CH3:12])[CH:8]([OH:10])[O:9]2.[C-:14]#[N:15].[CH3:18][N:19]([CH3:20])[CH:21]=[O:22].[Cl-:16].[ClH:17].[OH2:23]>>[c:2]1([C:14]#[N:15])[cH:3][cH:4][c:5]2[c:6]([cH:13]1)[C:7]([CH3:11])([CH3:12])[CH:8]([OH:10])[O:9]2. Product: CC1(C)c2cc(C#N)ccc2OC1O. The reactants are CC1(C)c2cc(Br)ccc2OC1O, [C-]#N, CN(C)C=O, [Cl-], Cl, O. Starting materials: C(C1=CC=CC=C1)OC1=C(C=C(C=C1)C=1C(N(C(=NC1)NCC1CC1)C)=O)F (5-(4-(benzyloxy)-3-fluorophenyl)-2-(cyclopropylmethylamino)-3-methylpyrimidin-4(3H)-one). The solvent is C(=O)(C(F)(F)F)O (TFA). Yields the product C1(CC1)CNC1=NC=C(C(N1C)=O)C1=CC(=C(C=C1)O)F (2-(cyclopropylmethylamino)-5-(3-fluoro-4-hydroxyphenyl)-3-methylpyrimidin-4(3H)-one). Yield: 82.1%. Reaction SMILES: C([O:8][C:9]1[CH:14]=[CH:13][C:12]([C:15]2[C:16](=[O:27])[N:17]([CH3:26])[C:18]([NH:21][CH2:22][CH:23]3[CH2:25][CH2:24]3)=[N:19][CH:20]=2)=[CH:11][C:10]=1[F:28])C1C=CC=CC=1>C(O)(C(F)(F)F)=O>[CH:23]1([CH2:22][NH:21][C:18]2[N:17]([CH3:26])[C:16](=[O:27])[C:15]([C:12]3[CH:13]=[CH:14][C:9]([OH:8])=[C:10]([F:28])[CH:11]=3)=[CH:20][N:19]=2)[CH2:25][CH2:24]1. Reported procedure: A solution of 5-(4-(benzyloxy)-3-fluorophenyl)-2-(cyclopropylmethylamino)-3-methylpyrimidin-4(3H)-one (0.128 g, 0.337 mmol) in TFA (2 mL) was stirred at 40° C. for 2 hours and 45 minutes. The reaction mixture was concentrated to dryness and then purified by flash column chromatography, eluting with 20:1 dichloromethane/MeOH. The desired product (0.080 g, 82%) was obtained as a colorless glassy solid. 1H NMR (400 MHz, DMSO-d6) δ 9.71 (s, 1H), 7.87 (s, 1H), 7.46 (dd, J=2.3, 13.7 Hz, 1H), 7.35 (t, ... The reactants are N[C@@H](CC1=CC=CC=C1)C(=O)O (L-phenylalanine), C(C)(=O)SCC(C(=O)Cl)C (3-acetylthio-2-methylpropanoyl chloride). The product is C(C)(=O)SCC(C(=O)N[C@@H](CC1=CC=CC=C1)C(=O)O)C ((±)-N-[3-(acetylthio)-2-methyl-1-oxopropyl]-L-phenylalanine). Reaction SMILES: [NH2:1][C@H:2]([C:10]([OH:12])=[O:11])[CH2:3][C:4]1[CH:9]=[CH:8][CH:7]=[CH:6][CH:5]=1.[C:13]([S:16][CH2:17][CH:18]([CH3:22])[C:19](Cl)=[O:20])(=[O:15])[CH3:14]>>[C:13]([S:16][CH2:17][CH:18]([CH3:22])[C:19]([NH:1][C@H:2]([C:10]([OH:12])=[O:11])[CH2:3][C:4]1[CH:9]=[CH:8][CH:7]=[CH:6][CH:5]=1)=[O:20])(=[O:15])[CH3:14]. Reported procedure: Following the procedure of Example 16, L-phenylalanine is reacted with 3-acetylthio-2-methylpropanoyl chloride to give (±)-N-[3-(acetylthio)-2-methyl-1-oxopropyl]-L-phenylalanine. The reactants are C(C)(C)(C)OC(=O)N[C@@H]1C=C[C@@](C1)(C(=O)O)CCO[Si](C)(C)C(C)(C)C ((1S,4S)-4-((tert-butoxycarbonyl)amino)-1-(2-((tert-butyldimethylsilyl)oxy)ethyl)cyclopent-2-enecarboxylic acid), FC(C1=CC=C2CCNCC2=C1)(F)F (7-(trifluoromethyl)-1,2,3,4-tetrahydroisoquinoline), O1CCC(CC1)=O (tetrahydro-4H-pyran-4-one). RXN SMILES: C(O[C:6]([NH:8][C@H:9]1[CH2:13][C@@:12]([CH2:17][CH2:18][O:19][Si](C(C)(C)C)(C)C)([C:14]([OH:16])=O)[CH:11]=[CH:10]1)=O)(C)(C)C.[F:27][C:28]([F:40])([F:39])[C:29]1[CH:38]=[C:37]2[C:32]([CH2:33][CH2:34][NH:35][CH2:36]2)=[CH:31][CH:30]=1.[O:41]1[CH2:46][CH2:45]C(=O)[CH2:43][CH2:42]1>>[O:41]1[CH2:46][CH2:45][CH:6]([NH:8][C@@H:9]2[CH2:10][C@H:11]3[O:19][CH2:18][CH2:17][C@@:12]3([C:14]([N:35]3[CH2:34][CH2:33][C:32]4[C:37](=[CH:38][C:29]([C:28]([F:27])([F:39])[F:40])=[CH:30][CH:31]=4)[CH2:36]3)=[O:16])[CH2:13]2)[CH2:43][CH2:42]1. Product: O1CCC(CC1)N[C@H]1C[C@]2([C@H](OCC2)C1)C(=O)N1CC2=CC(=CC=C2CC1)C(F)(F)F (((3aS,5S,6aR)-5-((tetrahydro-2H-pyran-4-yl)amino)hexahydro-2H-cyclopenta[b]furan-3a-yl)(7-(trifluoromethyl)-3,4-dihydroisoquinolin-2(1H)-yl)methanone). Reported procedure: The title compound was prepared from reaction of the product of Step B of Example 1 and 7-(trifluoromethyl)-1,2,3,4-tetrahydroisoquinoline following the procedure described in Example 1, Step C, following Steps D through G, and then using tetrahydro-4H-pyran-4-one following the procedure described in Example 1, Step H. Starting materials: NCCSCC1=C(N=CN1)C (5-(2-aminoethyl)thiomethyl-4-methylimidazole), C(C1=CC=CC=C1)C=1C(NC(=NC1C)SC)=O (5-benzyl-6-methyl-2-methylthio-4-pyrimidone). Yields the product CC=1N=CNC1CSCCNC1=NC(=C(C(N1)=O)CC1=CC=CC=C1)C (2-[-2-(4-methyl-5-imidazolylmethylthio)ethylamino]-5-benzyl-6-methyl-4-pyrimidone). Yield: 65.9%. RXN SMILES: [NH2:1][CH2:2][CH2:3][S:4][CH2:5][C:6]1[NH:10][CH:9]=[N:8][C:7]=1[CH3:11].[CH2:12]([C:19]1[C:20](=[O:28])[NH:21][C:22](SC)=[N:23][C:24]=1[CH3:25])[C:13]1[CH:18]=[CH:17][CH:16]=[CH:15][CH:14]=1>>[CH3:11][C:7]1[N:8]=[CH:9][NH:10][C:6]=1[CH2:5][S:4][CH2:3][CH2:2][NH:1][C:22]1[NH:21][C:20](=[O:28])[C:19]([CH2:12][C:13]2[CH:18]=[CH:17][CH:16]=[CH:15][CH:14]=2)=[C:24]([CH3:25])[N:23]=1. Procedure details: An intimate mixture of 5-(2-aminoethyl)thiomethyl-4-methylimidazole (1.28 gms) and 5-benzyl-6-methyl-2-methylthio-4-pyrimidone (1.84 gms) was heated at 150°-160° C. (oil-bath temperature) for 41/2 hours. The mixture was cooled, washed with water and recrystallised from isopropanol to give 2-[-2-(4-methyl-5-imidazolylmethylthio)ethylamino]-5-benzyl-6-methyl-4-pyrimidone (1.82 gms) m.p.= 140°-141.5° C. Reactants: C1(=CC=CC=C1)O (phenol), C([O-])([O-])=O.[K+].[K+] (potassium carbonate), ClC1=C(C=NC=C1)C=O (4-Chloro-3-pyridinecarboxaldehyde). The reagents and catalysts are [Cu] (copper bronze). Run in CN(C)C=O (DMF). Run at time 2 hour. Product: O(C1=CC=CC=C1)C1=C(C=NC=C1)C=O (4-phenoxy-3-pyridinecarboxaldehyde). Yield: 92.0%. As a reaction SMILES: [C:1]1([OH:7])[CH:6]=[CH:5][CH:4]=[CH:3][CH:2]=1.C(=O)([O-])[O-].[K+].[K+].Cl[C:15]1[CH:20]=[CH:19][N:18]=[CH:17][C:16]=1[CH:21]=[O:22]>CN(C=O)C.[Cu]>[O:7]([C:15]1[CH:20]=[CH:19][N:18]=[CH:17][C:16]=1[CH:21]=[O:22])[C:1]1[CH:6]=[CH:5][CH:4]=[CH:3][CH:2]=1 |f:1.2.3|. Procedure: A solution of phenol (1.34 g, 14.3 mmol) in DMF (25 ml) was stirred with anhydrous potassium carbonate (0.99 g, 7.2 mmol) at 70°-80° C. for 40 minutes. 4-Chloro-3-pyridinecarboxaldehyde (2.02 g, 14.3 mmol) and copper bronze powder (0.10 g) were added and the resulting suspension stirred at 100°-110° C. for 2 hours. The reaction mixture was cooled, filtered and the residues washed with ether. The combined ether washings were diluted to 400 ml with more ether, washed with saturated brine (4×) and ... The reactants are N1(CCOCC1)C(=O)N1CC(CC(C1)C1=CC=C(C=C1)OC(F)(F)F)C(N)=S (1-(Morpholin-4-ylcarbonyl)-5-[4-(trifluoromethoxy)phenyl]piperidine-3-carbothioamide), BrCC(CC(C)C)=O (1-bromo-4-methylpentan-2-one). Product: CC(CC=1N=C(SC1)C1CN(CC(C1)C1=CC=C(C=C1)OC(F)(F)F)C(=O)N1CCOCC1)C ({3-[4-(2-Methylpropyl)-1,3-thiazol-2-yl]-5-[4-(trifluoromethoxy)phenyl]piperidin-1-yl}-(morpholin-4-yl)methanone). Reaction SMILES: [N:1]1([C:7]([N:9]2[CH2:14][CH:13]([C:15]3[CH:20]=[CH:19][C:18]([O:21][C:22]([F:25])([F:24])[F:23])=[CH:17][CH:16]=3)[CH2:12][CH:11]([C:26](=[S:28])[NH2:27])[CH2:10]2)=[O:8])[CH2:6][CH2:5][O:4][CH2:3][CH2:2]1.Br[CH2:30][C:31](=O)[CH2:32][CH:33]([CH3:35])[CH3:34]>>[CH3:34][CH:33]([CH3:35])[CH2:32][C:31]1[N:27]=[C:26]([CH:11]2[CH2:12][CH:13]([C:15]3[CH:16]=[CH:17][C:18]([O:21][C:22]([F:23])([F:24])[F:25])=[CH:19][CH:20]=3)[CH2:14][N:9]([C:7]([N:1]3[CH2:6][CH2:5][O:4][CH2:3][CH2:2]3)=[O:8])[CH2:10]2)[S:28][CH:30]=1. Procedure details: 100 mg (about 0.182 mmol) of the compound from Example 115A and 49 mg (0.273 mmol) of 1-bromo-4-methylpentan-2-one (J. Org. Chem., 19, 2005, 4141-4153) were reacted according to the General Method 3. Yield: 50 mg (55% of theory). As a reaction SMILES: [Cl:1][C:2]1[CH:3]=[CH:4][C:5]2[NH:11][C:10](=S)[CH2:9][N:8]=[C:7]([C:13]3[CH:18]=[CH:17][CH:16]=[CH:15][C:14]=3[Cl:19])[C:6]=2[CH:20]=1.[OH:21][CH2:22][C:23]([NH:25][NH2:26])=O>C(O)CCC>[Cl:1][C:2]1[CH:3]=[CH:4][C:5]2[N:11]3[C:23]([CH2:22][OH:21])=[N:25][N:26]=[C:10]3[CH2:9][N:8]=[C:7]([C:13]3[CH:18]=[CH:17][CH:16]=[CH:15][C:14]=3[Cl:19])[C:6]=2[CH:20]=1. Product: ClC=1C=CC2=C(C(=NCC=3N2C(=NN3)CO)C3=C(C=CC=C3)Cl)C1 (8-chloro-1-(hydroxymethyl)-6-(o-chlorophenyl)-4H-s-triazolo[4,3-a][1,4]benzodiazepine). The solvent is C(CCC)O (n-butyl alcohol). Starting materials: ClC=1C=CC2=C(C(=NCC(N2)=S)C2=C(C=CC=C2)Cl)C1 (1,3-dihydro-7-chloro-5-(o-chlorophenyl)-2H-1,4-benzodiazepine-2-thione), OCC(=O)NN (hydroxy-acetic acid hydrazide). Procedure: A solution of 1,3-dihydro-7-chloro-5-(o-chlorophenyl)-2H-1,4-benzodiazepine-2-thione (9.63 g., 0.03 mole) and hydroxy-acetic acid hydrazide (6.66 g.) in n-butyl alcohol (300 ml.) is refluxed for about 15 hours with a slow stream of nitrogen bubbling through the reaction mixture for the first hour. The mixture is then cooled and concentrated in vacuo and the resulting residue is suspended in water, treated with a little ether and crystallized. The solid is collected by filtration and dried in vac...